This data is from the Open Reaction Database (ORD), a public repository of structured organic reaction records. The task is: describe an organic reaction: reactants, conditions, products, and yield Starting materials: BrC1=C(C=C(C=C1)OC)F (4-bromo-3-fluoroanisole), C(C)(C)NC(C)C.[Li] (lithium diisopropyl amine), C(C)(=O)O (acetic acid), CN(C=O)C (N,N-dimethyl-formamide). Solvent: O1CCCC1 (tetrahydrofuran), O (water). Run at temperature -78 celsius, time 20 minute. The product is BrC=1C(=C(C=O)C(=CC1)OC)F (3-bromo-2-fluoro-6-methoxy-benzaldehyde). The yield is 88.1%. RXN SMILES: [Br:1][C:2]1[CH:7]=[CH:6][C:5]([O:8][CH3:9])=[CH:4][C:3]=1[F:10].C(NC(C)C)(C)C.[Li].CN(C)[CH:21]=[O:22].C(O)(=O)C>O1CCCC1.O>[Br:1][C:2]1[C:3]([F:10])=[C:4]([C:5]([O:8][CH3:9])=[CH:6][CH:7]=1)[CH:21]=[O:22] |f:1.2,^1:17|. Procedure details: To a solution of 4-bromo-3-fluoroanisole (10 g, 48.7 mmol, Matrix) in tetrahydrofuran (100 mL) at −78° C. was added lithium diisopropyl amine (32.5 mL, 1.8 M in THF, 58.4 mmol) dropwise during a period of 15 min. The mixture was stirred at −78° C. for another 20 mins. Then N,N-dimethyl-formamide (4.53 mL, 58.4 mmol) was added in one portion. The mixture was stirred at −78° C. for 10 min, then quenched with acetic acid (12 g, 194 mmol) and followed by the addition of water (61 mL). The mixture wa... Starting materials: CON(C(=O)[C@H]1[C@@H](C1)C1=NC=CC=C1)C ((±)-(trans)-2-pyridin-2-yl-cyclopropanecarboxylic acid methoxy-methyl-amide), CC(C)([O-])C.[K+] (potassium tert-butoxide), O (H2O), CC(C)([O-])C.[K+] (Potassium tert-butoxide). Run in CCOCC (Et2O). Reaction conditions: time 18 hour. Product: N1=C(C=CC=C1)[C@H]1[C@@H](C1)C(=O)O ((±)-(trans)-2-Pyridin-2-yl-cyclopropanecarboxylic acid). Reaction SMILES: CON(C)[C:4]([C@@H:6]1[CH2:8][C@H:7]1[C:9]1[CH:14]=[CH:13][CH:12]=[CH:11][N:10]=1)=[O:5].CC(C)([O-:19])C.[K+].O>CCOCC>[N:10]1[CH:11]=[CH:12][CH:13]=[CH:14][C:9]=1[C@@H:7]1[CH2:8][C@H:6]1[C:4]([OH:19])=[O:5] |f:1.2|. Procedure: To a solution of (±)-(trans)-2-pyridin-2-yl-cyclopropanecarboxylic acid methoxy-methyl-amide (950 mg, 4.61 mmol, 1 eq) in Et2O (30 mL), potassium tert-butoxide (569 mg, 5.07 mmol, 1.1 eq) and H2O (0.4 mL) were added. The mixture was stirred at r.t. for 18 hours. Potassium tert-butoxide (1.86 g, 16.6 mmol, 3.6 eq.) was added again. The mixture was stirred at r.t. for 24 hours. The reaction mixture was concentrated in vacuo. The residue was dissolved in water (5 mL) and formic acid (3 mL). The sol... Starting materials: [H-].[Na+] (sodium hydride), CI (methyl iodide), COC(C(CCC(C(C)C)O)C)OC (1,1-dimethoxy-5-hydroxy-2,6-dimethylheptane), [H][H] (hydrogen). As a reaction SMILES: [H-].[Na+].[CH3:3][O:4][CH:5]([O:15][CH3:16])[CH:6]([CH3:14])[CH2:7][CH2:8][CH:9]([OH:13])[CH:10]([CH3:12])[CH3:11].[H][H].[CH3:19]I>O1CCCC1.O.CN(C)P(=O)(N(C)C)N(C)C>[CH3:16][O:15][CH:5]([O:4][CH3:3])[CH:6]([CH3:14])[CH2:7][CH2:8][CH:9]([O:13][CH3:19])[CH:10]([CH3:12])[CH3:11] |f:0.1|. Procedure: To a mixture of 2.4 g. of clean sodium hydride in 200 ml. of dry tetrahydrofuran containing 20 ml. of dry HMPT (hexamethylphosphorictriamide) is added dropwise a solution of 20.4 g. of 1,1-dimethoxy-5-hydroxy-2,6-dimethylheptane in dry tetrahydrofuran. The mixture is stirred at room temperature until evolution of hydrogen ceases and then 16 g. of methyl iodide is added. The reaction mixture is refluxed for 3 hours and then cooled, diluted with water and extracted with ether. The etheral extracts... Solvent: O1CCCC1 (tetrahydrofuran), CN(P(N(C)C)(N(C)C)=O)C (HMPT), O1CCCC1 (tetrahydrofuran), O (water). Yields the product COC(C(CCC(C(C)C)OC)C)OC (1,1,5-trimethoxy-2,6-dimethylheptane). Reactants: C1=CC=CC2=NC3=CC=CC=C3C(=C12)C(=O)O (Acridine-9-carboxylic acid), S(=O)(Cl)Cl (thionyl chloride). The product is Cl.ClC(=O)C=1C2=CC=CC=C2N=C2C=CC=CC12 (9-chlorocarbonylacridine hydrochloride). Yield: 96.0%. Reaction SMILES: [CH:1]1[C:14]2[C:5](=[N:6][C:7]3[C:12]([C:13]=2[C:15]([OH:17])=O)=[CH:11][CH:10]=[CH:9][CH:8]=3)[CH:4]=[CH:3][CH:2]=1.S(Cl)([Cl:20])=O>>[ClH:20].[Cl:20][C:15]([C:13]1[C:14]2[C:5]([N:6]=[C:7]3[C:12]=1[CH:11]=[CH:10][CH:9]=[CH:8]3)=[CH:4][CH:3]=[CH:2][CH:1]=2)=[O:17] |f:2.3|. Procedure: Acridine-9-carboxylic acid (0.42 g, 1.87 mmol) was suspended in thionyl chloride (10 ml) and the suspension was refluxed under heating for 2 h. Excess thionyl chloride was distilled off the reaction mixture under reduced pressure to give 9-chlorocarbonylacridine hydrochloride (0.5 g, 96%). Then, the resulting 9-chlorocarbonylacridine hydrochloride (0.5 g) and 2-methylphenol (0.2 g, 1.9 mmol) were suspended in dichloromethane (15 ml) and triethylamine (1.0 ml) and a catalytic amount of dimethylam... The reactants are C(C)(=O)C1=CC=C(C=C1)C1=CC(=CC=C1)C1CC(=NN1C1=C(C=CC=C1)Cl)C(O)(C(F)(F)F)C(F)(F)F (5-(4′-acetyl-biphenyl-3-yl)-1-(2-chloro-phenyl)-3-[di-(trifluoromethyl)-hydroxy-methyl]-4,5-dihydro-1H-pyrazole), C[Mg]Cl (methylmagnesium chloride). The solvent is O1CCCC1 (tetrahydrofuran). Reaction conditions: temperature -78 celsius, time 5 hour. The product is ClC1=C(C=CC=C1)N1N=C(CC1C=1C=C(C=CC1)C1=CC=C(C=C1)C(C)(C)O)C(O)(C(F)(F)F)C(F)(F)F (1-(2-chloro-phenyl)-5-[4′-(1-hydroxy-1-methyl-ethyl)-biphenyl-3-yl]-3-[di-(trifluoromethyl)-hydroxy-methyl]-4,5-dihydro-1H-pyrazole). Yield: 71.8%. Reaction SMILES: [C:1]([C:4]1[CH:9]=[CH:8][C:7]([C:10]2[CH:15]=[CH:14][CH:13]=[C:12]([CH:16]3[N:20]([C:21]4[CH:26]=[CH:25][CH:24]=[CH:23][C:22]=4[Cl:27])[N:19]=[C:18]([C:28]([C:34]([F:37])([F:36])[F:35])([C:30]([F:33])([F:32])[F:31])[OH:29])[CH2:17]3)[CH:11]=2)=[CH:6][CH:5]=1)(=[O:3])[CH3:2].[CH3:38][Mg]Cl>O1CCCC1>[Cl:27][C:22]1[CH:23]=[CH:24][CH:25]=[CH:26][C:21]=1[N:20]1[CH:16]([C:12]2[CH:11]=[C:10]([C:7]3[CH:6]=[CH:5][C:4]([C:1]([OH:3])([CH3:38])[CH3:2])=[CH:9][CH:8]=3)[CH:15]=[CH:14][CH:13]=2)[CH2:17][C:18]([C:28]([C:34]([F:37])([F:36])[F:35])([C:30]([F:31])([F:32])[F:33])[OH:29])=[N:19]1. Procedure details: To a mixture of 5-(4′-acetyl-biphenyl-3-yl)-1-(2-chloro-phenyl)-3-[di-(trifluoromethyl)-hydroxy-methyl]-4,5-dihydro-1H-pyrazole (25.0 mg, 0.05 mmol) prepared in Example 225 in tetrahydrofuran (1.0 mL), was slowly added methylmagnesium chloride (in 3.0 M tetrahydrofuran, 77.0 uL, 0.23 mmol) under nitrogen atmosphere at −78° C. The reaction mixture was stirred at −78° C. for 5 hours, quenched with a saturated solution of ammonium chloride at 0° C., and then extracted with ethyl acetate. The extrac... Starting materials: N1C(=O)NC(=O)C1.N[C@H]([C@H](C)CC)C(=O)O (D-isoleucine hydantoin), N1C(=O)NC(=O)C1.N[C@@H]([C@H](C)CC)C(=O)O (L-allo-isoleucine hydantoin), N1C(=O)NC(=O)C1.N[C@H]([C@H](C)CC)C(=O)O (D-isoleucine hydantoin). Yields the product C(N)(=O)N[C@H]([C@H](C)CC)C(=O)O (N-carbamoyl-D-isoleucine). RXN SMILES: [NH:1]1CC(=O)N[C:2]1=[O:3].[NH2:8][C@@H:9]([C:14]([OH:16])=[O:15])[C@@H:10]([CH2:12][CH3:13])[CH3:11].N1CC(=O)NC1=O.N[C@H](C(O)=O)[C@@H](CC)C>>[C:2]([NH:8][C@@H:9]([C:14]([OH:16])=[O:15])[C@@H:10]([CH2:12][CH3:13])[CH3:11])(=[O:3])[NH2:1] |f:0.1,2.3|. Procedure details: When this racemization occurs in the presence of a D-hydantoinase, an equilibrium is established between hydantoins possessing the R and S absolute configurations at C-5 of the hydantoin. For example, an equilibrium would be established between L-isoleucine hydantoin and D-allo-isoleucine hydantoin; similarly an equilibrium would be established between L-allo-isoleucine hydantoin and D-isoleucine hydantoin. When a mixture of L-isoleucine hydantoin and D-allo-isoleucine hydantoin is contacted wit... Starting materials: COC=1C=C2C(=CC=NC2=CC1OC)OC1=CC=C(N)C=C1 (4-[(6,7-Dimethoxy-4-quinolyl)oxy]aniline), S(=O)(Cl)Cl (thionyl chloride), CC1=C(C(=O)O)C=CC=C1C (2,3-dimethylbenzoic acid), CC1=C(C=CC=C1C)C(=O)Cl (2,3-dimethyl-1-benzenecarbonyl chloride), CC1=C(C=CC=C1C)C(=O)N=C=S (2,3-dimethyl-1-benzenecarbonyl isothiocyanate). Solvent: C1(=CC=CC=C1)C (toluene), C1(=CC=CC=C1)C (Toluene), C(C)O (ethanol), C(C)O (ethanol). Conditions: temperature 100 celsius, time 2 hour. Product: COC=1C=C2C(=CC=NC2=CC1OC)OC1=CC=C(C=C1)NC(=S)NC(C1=C(C(=CC=C1)C)C)=O (N-{4-[(6,7-Dimethoxy-4-quinolyl)oxy]phenyl}-N′-(2,3-dimethylbenzoyl)thiourea). Isolated yield 98.0%. As a reaction SMILES: S(Cl)(Cl)=O.CC1C(C)=CC=CC=1C(O)=O.CC1C(C)=CC=CC=1C(Cl)=O.[CH3:27][O:28][C:29]1[CH:30]=[C:31]2[C:36](=[CH:37][C:38]=1[O:39][CH3:40])[N:35]=[CH:34][CH:33]=[C:32]2[O:41][C:42]1[CH:48]=[CH:47][C:45]([NH2:46])=[CH:44][CH:43]=1.[CH3:49][C:50]1[C:55]([CH3:56])=[CH:54][CH:53]=[CH:52][C:51]=1[C:57]([N:59]=[C:60]=[S:61])=[O:58]>C1(C)C=CC=CC=1.C(O)C>[CH3:27][O:28][C:29]1[CH:30]=[C:31]2[C:36](=[CH:37][C:38]=1[O:39][CH3:40])[N:35]=[CH:34][CH:33]=[C:32]2[O:41][C:42]1[CH:48]=[CH:47][C:45]([NH:46][C:60]([NH:59][C:57](=[O:58])[C:51]2[CH:52]=[CH:53][CH:54]=[C:55]([CH3:56])[C:50]=2[CH3:49])=[S:61])=[CH:44][CH:43]=1. Reported procedure: Toluene (20 ml) and thionyl chloride (1 ml) were added to commercially available 2,3-dimethylbenzoic acid (80 mg), and the mixture was heated at 100° C. for one hr. The solvent was removed by distillation, and 2,3-dimethyl-1-benzenecarbonyl isothiocyanate was prepared using the resultant 2,3-dimethyl-1-benzenecarbonyl chloride as a starting compound according to the description of the literature. 4-[(6,7-Dimethoxy-4-quinolyl)oxy]aniline (50 mg) was dissolved in toluene (5 ml) and ethanol (1 ml),... Procedure details: To the product from Step 8 is added 7N NH3 in MeOH and the mixture is stirred at ambient temperature until deacetylation is sufficiently complete as determined by TLC. The mixture is concentrated in vacuo and the crude material is taken up and purified by Phenomenex-C18 reverse phase HPLC (Buffer A=H2O, Buffer B=acetonitrile) to afford the title compound. Starting materials: CCC(=O)O[C@H]1[C@H]([C@@H](O[C@@H]1COC(C)=O)N1N=C2C=3C(NC(C3C(NN=C2)=O)=O)=C1)OC(C)=O (2-(2′-Methyl-2′,3′,5′-tris-O-acetyl-β-D-ribofuranosyl)-2,9-dihydro-6H-2,3,5,6,9-pentaaza-benzo[cd]azulene-7,8-dione), N (NH3), CO (MeOH). RXN SMILES: CCC([O:5][C@@H:6]1[C@@H:10]([CH2:11][O:12]C(=O)C)[O:9][C@@H:8]([N:16]2[CH:30]=[C:20]3[NH:21][C:22](=[O:29])[C:23]4[C:24](=[O:28])[NH:25][N:26]=[CH:27][C:18]([C:19]=43)=[N:17]2)[C@@H:7]1[O:31]C(=O)C)=O.N.[CH3:36]O>>[CH3:36][C@@:7]1([OH:31])[C@H:6]([OH:5])[C@@H:10]([CH2:11][OH:12])[O:9][C@H:8]1[N:16]1[CH:30]=[C:20]2[NH:21][C:22](=[O:29])[C:23]3[C:24](=[O:28])[NH:25][N:26]=[CH:27][C:18]([C:19]=32)=[N:17]1. The product is C[C@@]1([C@@H](O[C@@H]([C@H]1O)CO)N1N=C2C=3C(NC(C3C(NN=C2)=O)=O)=C1)O (2-(2′-Methyl-β-D-ribofuranosyl)-2,9-dihydro-6H-2,3,5,6,9-pentaaza-benzo[cd]azulene-7,8-dione). Reactants: NC1=NC=C(C=C1O)F (2-Amino-5-fluoropyridin-3-ol), ClC(C(=O)OCC)C(=O)C (ethyl 2-chloroacetoacetate). Solvent: C(C)O (ethanol). Product: FC=1C=C(C=2N(C1)C(=C(N2)C)C(=O)OCC)O (Ethyl 6-fluoro-8-hydroxy-2-methylimidazo[1,2-a]pyridine-3-carboxylate). As a reaction SMILES: [NH2:1][C:2]1[C:7]([OH:8])=[CH:6][C:5]([F:9])=[CH:4][N:3]=1.Cl[CH:11]([C:17]([CH3:19])=O)[C:12]([O:14][CH2:15][CH3:16])=[O:13]>C(O)C>[F:9][C:5]1[CH:6]=[C:7]([OH:8])[C:2]2[N:3]([C:11]([C:12]([O:14][CH2:15][CH3:16])=[O:13])=[C:17]([CH3:19])[N:1]=2)[CH:4]=1. Reported procedure: 3.2 g of 2-amino-5-fluoropyridin-3-ol (Example 11A; 25 mmol, 1 equivalent) were initially charged in 155 ml of ethanol, 1.5 g of powdered molecular sieve 3 Å and 20.6 g of ethyl 2-chloroacetoacetate (125 mmol, 5 equivalents) were added and the mixture was heated at reflux overnight. The reaction solution was concentrated and chromatographed (Biotage Isolera Four; SNAP Cartridge KP-Sil 50 g; cyclohexane/ethyl acetate gradient; then dichloromethane/methanol gradient). The crude product was partly ... Starting materials: OBO, Cc1nc(C#Cc2ccnc(C#N)c2)c[nH]1, Fc1ccccc1. Yields the product Cc1nc(C#Cc2ccnc(C#N)c2)cn1-c1ccc(F)cc1. Reaction SMILES: [BH:17]([OH:18])[OH:19].[CH3:1][c:2]1[nH:3][cH:4][c:5]([C:7]#[C:8][c:9]2[cH:10][c:11]([C:15]#[N:16])[n:12][cH:13][cH:14]2)[n:6]1.[F:20][c:21]1[cH:22][cH:23][cH:24][cH:25][cH:26]1>>[CH3:1][c:2]1[n:3](-[c:24]2[cH:23][cH:22][c:21]([F:20])[cH:26][cH:25]2)[cH:4][c:5]([C:7]#[C:8][c:9]2[cH:10][c:11]([C:15]#[N:16])[n:12][cH:13][cH:14]2)[n:6]1.